Task: describe an organic reaction: reactants, conditions, products, and yield. Dataset: the Open Reaction Database (ORD), a public repository of structured organic reaction records The reactants are OC1=C(OC=CC1=O)C (3-hydroxy-2-methylpyr-4-one), C1(CCCCC1)N (cyclohexylamine), C (charcoal). The solvent is O (water). Reaction conditions: time 0.5 hour. Yields the product C1(CCCCC1)N1C(=C(C(C=C1)=O)O)C (1-Cyclohexyl-3-hydroxy-2-methylpyrid-4-one). RXN SMILES: [OH:1][C:2]1[C:7](=[O:8])[CH:6]=[CH:5]O[C:3]=1[CH3:9].[CH:10]1([NH2:16])[CH2:15][CH2:14][CH2:13][CH2:12][CH2:11]1.C>O>[CH:10]1([N:16]2[CH:5]=[CH:6][C:7](=[O:8])[C:2]([OH:1])=[C:3]2[CH3:9])[CH2:15][CH2:14][CH2:13][CH2:12][CH2:11]1. Reported procedure: 1-Cyclohexyl-3-hydroxy-2-methylpyrid-4-one was prepared by dissolving 10.0 g of 3-hydroxy-2-methylpyr-4-one (Maltol) and 3 equivalents (~27 ml) of cyclohexylamine (99+ %) in 200 ml of water. Decolorizing charcoal was added and the mixture was stirred for 0.5 hours. The aqueous mixture was filtered through a course frit then concentrated in vacuo, leaving an oily residue. Crystallization from hot water yielded crystals of the desired product. m.p. 199° C. Starting materials: CCCCO, CCOC(=O)C(C)CCn1c(COc2ccc(Cl)cc2)nc2c(C)cccc21, Cc1ccccc1, CO, [Li+], C1CCOC1, [OH-], O. The product is Cc1cccc2c1nc(COc1ccc(Cl)cc1)n2CCC(C)C(=O)O. Reaction SMILES: [CH2:45]([OH:46])[CH2:47][CH2:48][CH3:49].[CH2:8]([CH3:9])[O:10][C:11](=[O:12])[CH:13]([CH2:14][CH2:15][n:16]1[c:17]([CH2:26][O:27][c:28]2[cH:29][cH:30][c:31]([Cl:34])[cH:32][cH:33]2)[n:18][c:19]2[c:20]1[cH:21][cH:22][cH:23][c:24]2[CH3:25])[CH3:35].[CH3:38][c:39]1[cH:40][cH:41][cH:42][cH:43][cH:44]1.[CH3:6][OH:7].[Li+:36].[O:1]1[CH2:2][CH2:3][CH2:4][CH2:5]1.[OH-:37].[OH2:50]>>[O:10]=[C:11]([OH:12])[CH:13]([CH2:14][CH2:15][n:16]1[c:17]([CH2:26][O:27][c:28]2[cH:29][cH:30][c:31]([Cl:34])[cH:32][cH:33]2)[n:18][c:19]2[c:20]1[cH:21][cH:22][cH:23][c:24]2[CH3:25])[CH3:35]. Reactants: N1=CC=CC=C1 (pyridine), OC=1C=CC(=C2C=CC(NC12)=O)C(C(CC)NC(C)C)=O (8-hydroxy-5-(α-isopropylaminobutyryl)carbostyril), C(C(C)C)(=O)Cl (isobutyryl chloride), ice water. Solvent: C(C)OCC (diethyl ether). Yields the product Cl.C(C(C)C)(=O)OC=1C=CC(=C2C=CC(NC12)=O)C(C(CC)NC(C)C)=O (8-isobutyryloxy-5-(α-Isopropylaminobutyryl)carbostyril hydrochloride). As a reaction SMILES: N1C=CC=CC=1.[OH:7][C:8]1[CH:9]=[CH:10][C:11]([C:19](=[O:27])[CH:20]([NH:23][CH:24]([CH3:26])[CH3:25])[CH2:21][CH3:22])=[C:12]2[C:17]=1[NH:16][C:15](=[O:18])[CH:14]=[CH:13]2.[C:28]([Cl:33])(=[O:32])[CH:29]([CH3:31])[CH3:30]>C(OCC)C>[ClH:33].[C:28]([O:7][C:8]1[CH:9]=[CH:10][C:11]([C:19](=[O:27])[CH:20]([NH:23][CH:24]([CH3:26])[CH3:25])[CH2:21][CH3:22])=[C:12]2[C:17]=1[NH:16][C:15](=[O:18])[CH:14]=[CH:13]2)(=[O:32])[CH:29]([CH3:31])[CH3:30] |f:4.5|. Reported procedure: 50 ml of pyridine was added to 2.5 g of 8-hydroxy-5-(α-isopropylaminobutyryl)carbostyril, and 5 ml of isobutyryl chloride was added dropwise to the mixture while cooling with ice-water and stirring followed by stirring for 2 hours. After addition of about 500 ml of diethyl ether, the precipitate formed was washed with diethyl ether and stirred in a small amount of cold water. The precipitate was separated by filtration, washed successively with a small amount of water, acetone and diethyl ether ...